From a dataset of the Open Reaction Database (ORD), a public repository of structured organic reaction records. describe an organic reaction: reactants, conditions, products, and yield The reactants are ClC1=CC=C(C=N1)C(=O)NC1=C(C=CC(=C1)C=1SC=CC1)NC(OC(C)(C)C)=O (tert-Butyl [2-{[(6-chloropyridin-3-yl)carbonyl]amino}-4-(2-thienyl)phenyl]-carbamate), Cl.CP1(OCC2(CO1)CCNCC2)=O (3-methyl-2,4-dioxa-9-aza-3-phosphaspiro[5.5]undecane 3-oxide hydrochloride), CCN(C(C)C)C(C)C (DIEA). Run in CS(=O)C (DMSO). Conditions: temperature 90 celsius, time 24 hour. Product: NC1=C(C=C(C=C1)C=1SC=CC1)NC(C1=CN=C(C=C1)N1CCC2(COP(OC2)(=O)C)CC1)=O (N-[2-Amino-5-(2-thienyl)phenyl]-6-(3-methyl-3-oxido-2,4-dioxa-9-aza-3-phosphaspiro[5.5]undec-9-yl)nicotinamide). As a reaction SMILES: Cl[C:2]1[N:7]=[CH:6][C:5]([C:8]([NH:10][C:11]2[CH:16]=[C:15]([C:17]3[S:18][CH:19]=[CH:20][CH:21]=3)[CH:14]=[CH:13][C:12]=2[NH:22]C(=O)OC(C)(C)C)=[O:9])=[CH:4][CH:3]=1.Cl.[CH3:31][P:32]1(=[O:43])[O:37][CH2:36][C:35]2([CH2:42][CH2:41][NH:40][CH2:39][CH2:38]2)[CH2:34][O:33]1.CCN(C(C)C)C(C)C>CS(C)=O>[NH2:22][C:12]1[CH:13]=[CH:14][C:15]([C:17]2[S:18][CH:19]=[CH:20][CH:21]=2)=[CH:16][C:11]=1[NH:10][C:8](=[O:9])[C:5]1[CH:4]=[CH:3][C:2]([N:40]2[CH2:41][CH2:42][C:35]3([CH2:34][O:33][P:32]([CH3:31])(=[O:43])[O:37][CH2:36]3)[CH2:38][CH2:39]2)=[N:7][CH:6]=1 |f:1.2|. Procedure details: tert-Butyl [2-{[(6-chloropyridin-3-yl)carbonyl]amino}-4-(2-thienyl)phenyl]-carbamate (150 mg, 0.35 mmol), 3-methyl-2,4-dioxa-9-aza-3-phosphaspiro[5.5]undecane 3-oxide hydrochloride (169 mg, 0.70 mmol), and DIEA (183 μL, 1.05 mmol) were combined in DMSO (4 mL) and stirred at 90° C. for 24 h. The mixture was directly purified by reverse phase HPLC (35-90% MeCN/water w/0.025% TFA) to afford the desired product as a yellow solid. The solid was dissolved in a mixture of CH2Cl2 (4 mL) and TFA (1 mL) a... Starting materials: O=C([O-])[O-], [Cl-], C=CCOC(=O)C1(C)CCC(CI)CC1, [K+], [K+], [Na+], CN(C)C=O, C=CCOC(=O)C=Cc1ccc(OC)c(O)c1, COc1ccc(C=CC(=O)O)cc1O. The product is C=CCOC(=O)C=Cc1ccc(OC)c(OCC2CCC(C)(C(=O)OCC=C)CC2)c1. RXN SMILES: [C:1](=[O:2])([O-:3])[O-:4].[Cl-:54].[I:7][CH2:8][CH:9]1[CH2:10][CH2:11][C:12]([C:15](=[O:16])[O:17][CH2:18][CH:19]=[CH2:20])([CH3:21])[CH2:13][CH2:14]1.[K+:5].[K+:6].[Na+:53].[O:55]=[CH:56][N:57]([CH3:58])[CH3:59].[OH:22][c:23]1[cH:24][c:25]([CH:26]=[CH:27][C:28](=[O:29])[O:30][CH2:31][CH:32]=[CH2:33])[cH:34][cH:35][c:36]1[O:37][CH3:38].[OH:39][c:40]1[cH:41][c:42]([CH:48]=[CH:49][C:50]([OH:51])=[O:52])[cH:43][cH:44][c:45]1[O:46][CH3:47]>>[CH2:8]([CH:9]1[CH2:10][CH2:11][C:12]([C:15](=[O:16])[O:17][CH2:18][CH:19]=[CH2:20])([CH3:21])[CH2:13][CH2:14]1)[O:22][c:23]1[cH:24][c:25]([CH:26]=[CH:27][C:28](=[O:29])[O:30][CH2:31][CH:32]=[CH2:33])[cH:34][cH:35][c:36]1[O:37][CH3:38]. Reactants: C(=O)([O-])[O-].[Na+].[Na+] (Na2CO3), BrC1=NC=CC(=C1)C1(COCC(N1)=O)CO (5-(2-bromo-pyridin-4-yl)-5-hydroxymethyl-morpholin-3-one), C(=O)([O-])[O-].[Na+].[Na+] (Na2CO3), C(C)N(CC)S(F)(F)F (diethylaminosulfur trifluoride). The solvent is C1CCOC1 (THF). Reaction conditions: time 2 hour. The product is BrC1=NC=CC(=C1)C1(COCC(N1)=O)CF (5-(2-Bromo-pyridin-4-yl)-5-fluoromethyl-morpholin-3-one). Reaction SMILES: [Br:1][C:2]1[CH:7]=[C:6]([C:8]2([CH2:15]O)[NH:13][C:12](=[O:14])[CH2:11][O:10][CH2:9]2)[CH:5]=[CH:4][N:3]=1.C([O-])([O-])=O.[Na+].[Na+].C(N(S(F)(F)[F:29])CC)C>C1COCC1>[Br:1][C:2]1[CH:7]=[C:6]([C:8]2([CH2:15][F:29])[NH:13][C:12](=[O:14])[CH2:11][O:10][CH2:9]2)[CH:5]=[CH:4][N:3]=1 |f:1.2.3|. Procedure: To a suspension of 5-(2-bromo-pyridin-4-yl)-5-hydroxymethyl-morpholin-3-one (3.25 g, 11.0 mmol), Na2CO3 (3.5 g, 13.06 mmol) in dry THF (15 ml) was added diethylaminosulfur trifluoride (2.25 ml, 17.0 mmol) at 0° C. The reaction mixture was allowed to warm to rt and stirred for 2 h. Solid Na2CO3 (3.5 g) was again added to the reaction mixture and stirred for 4 h at rt. Solids present in the reaction mixture filtered through Buchner funnel. Filtrate was concentrated under reduced pressure and the c...